Dataset: the Open Reaction Database (ORD), a public repository of structured organic reaction records. Task: describe an organic reaction: reactants, conditions, products, and yield Starting materials: BrC1=CC=2C3=C(C=NC2C=C1)N(C(N3C=3C(=NN(C3C)C)C)=O)C (8-bromo-3-methyl-1-(1,3,5-trimethyl-1H-pyrazol-4-yl)-1,3-dihydro-imidazo[4,5-c]quinolin-2-one), BrC1=CC=2C3=C(C=NC2C=C1)N(C(N3C=3C(=NN(C3C)C)C)=O)C (8-bromo-3-methyl-1-(1,3,5-trimethyl-1H-pyrazol-4-yl)-1,3-dihydro-imidazo[4,5-c]quinolin-2-one), N1=CC(=CC=C1)B(O)O (3-pyridineboronic acid). Product: CN1C(N(C2=C1C=NC=1C=CC(=CC21)C=2C=NC=CC2)C=2C(=NN(C2C)C)C)=O (3-Methyl-8-pyridin-3-yl-1-(1,3,5-trimethyl-1H-pyrazol-4-yl)-1,3-dihydro-imidazo[4,5-c]quinolin-2-one). Reaction SMILES: Br[C:2]1[CH:11]=[CH:10][C:9]2[N:8]=[CH:7][C:6]3[N:12]([CH3:24])[C:13](=[O:23])[N:14]([C:15]4[C:16]([CH3:22])=[N:17][N:18]([CH3:21])[C:19]=4[CH3:20])[C:5]=3[C:4]=2[CH:3]=1.[N:25]1[CH:30]=[CH:29][CH:28]=[C:27](B(O)O)[CH:26]=1>>[CH3:24][N:12]1[C:6]2[CH:7]=[N:8][C:9]3[CH:10]=[CH:11][C:2]([C:27]4[CH:26]=[N:25][CH:30]=[CH:29][CH:28]=4)=[CH:3][C:4]=3[C:5]=2[N:14]([C:15]2[C:16]([CH3:22])=[N:17][N:18]([CH3:21])[C:19]=2[CH3:20])[C:13]1=[O:23]. Procedure details: The title compound was synthesized in a similar manner as described for Example 1.1 using 8-bromo-3-methyl-1-(1,3,5-trimethyl-1H-pyrazol-4-yl)-1,3-dihydro-imidazo[4,5-c]quinolin-2-one (Intermediate H, 39 mg, 0.100 mmol) and 3-pyridineboronic acid (Aldrich, Buchs, Switzerland, 15 mg, 0.122 mmol) to give the title compound as an off-white foam. (HPLC: tR 2.08 min (Method A); M+H=385 MS-ES; 1H-NMR (d6-DMSO, 400 MHz) 9.00 (s, 1H), 8.70-8.64 (m, 1H), 8.60-8.55 (m, 1H), 8.16-8.10 (m, 1H), 7.99-7.92 (m... Starting materials: FC(F)(F)c1ccc(-c2cccc(CBr)n2)cc1, CC#N, [K+], [K+], O=C([O-])[O-], CCOC(=O)COc1ccc(S)cc1C. Product: CCOC(=O)COc1ccc(SCc2cccc(-c3ccc(C(F)(F)F)cc3)n2)cc1C. RXN SMILES: [Br:1][CH2:2][c:3]1[n:4][c:5](-[c:9]2[cH:10][cH:11][c:12]([C:15]([F:16])([F:17])[F:18])[cH:13][cH:14]2)[cH:6][cH:7][cH:8]1.[CH3:40][C:41]#[N:42].[K+:34].[K+:35].[O-:36][C:37]([O-:38])=[O:39].[SH:19][c:20]1[cH:21][c:22]([CH3:33])[c:23]([O:24][CH2:25][C:26](=[O:27])[O:28][CH2:29][CH3:30])[cH:31][cH:32]1>>[CH2:2]([c:3]1[n:4][c:5](-[c:9]2[cH:10][cH:11][c:12]([C:15]([F:16])([F:17])[F:18])[cH:13][cH:14]2)[cH:6][cH:7][cH:8]1)[S:19][c:20]1[cH:21][c:22]([CH3:33])[c:23]([O:24][CH2:25][C:26](=[O:27])[O:28][CH2:29][CH3:30])[cH:31][cH:32]1. Reactants: BrC=1C(=NC(=NC1)Cl)N1CCC(CC1)CNC(OC(C)(C)C)=O (tert-butyl (1-(5-bromo-2-chloropyrimidin-4-yl)piperidin-4-yl)methylcarbamate), C1(CC1)B(O)O (cyclopropylboronic acid), [O-]P(=O)([O-])[O-].[K+].[K+].[K+] (K3PO4), C1(CCCCC1)P(C1CCCCC1)C1CCCCC1 (tricyclohexyl phosphine). Reagents/catalysts: CC(=O)[O-].CC(=O)[O-].[Pd+2] (Pd(OAc)2). The solvent is C1(=CC=CC=C1)C (toluene), O (H2O), O (Water), CCOC(=O)C (EtOAc). Conditions: temperature 100 celsius, time 20 hour. The product is ClC1=NC=C(C(=N1)N1CCC(CC1)CNC(OC(C)(C)C)=O)C1CC1 (tert-butyl (1-(2-chloro-5-cyclopropylpyrimidin-4-yl)piperidin-4-yl)methylcarbamate). Yield: 128.4%. Reaction SMILES: Br[C:2]1[C:3]([N:9]2[CH2:14][CH2:13][CH:12]([CH2:15][NH:16][C:17](=[O:23])[O:18][C:19]([CH3:22])([CH3:21])[CH3:20])[CH2:11][CH2:10]2)=[N:4][C:5]([Cl:8])=[N:6][CH:7]=1.[CH:24]1(B(O)O)[CH2:26][CH2:25]1.[O-]P([O-])([O-])=O.[K+].[K+].[K+].C1(P(C2CCCCC2)C2CCCCC2)CCCCC1>C1(C)C=CC=CC=1.O.CC([O-])=O.CC([O-])=O.[Pd+2].CCOC(C)=O>[Cl:8][C:5]1[N:4]=[C:3]([N:9]2[CH2:14][CH2:13][CH:12]([CH2:15][NH:16][C:17](=[O:23])[O:18][C:19]([CH3:22])([CH3:21])[CH3:20])[CH2:11][CH2:10]2)[C:2]([CH:24]2[CH2:26][CH2:25]2)=[CH:7][N:6]=1 |f:2.3.4.5,9.10.11|. Procedure: A mixture of tert-butyl (1-(5-bromo-2-chloropyrimidin-4-yl)piperidin-4-yl)methylcarbamate (112 mg, 0.276 mmol), cyclopropylboronic acid (40 mg, 0.465 mmol), K3PO4 (200 mg, 0.943 mmol) and tricyclohexyl phosphine (20 mg, 0.071 mmol) in toluene (3 mL) and H2O (0.2 mL) was degassed with argon, then Pd(OAc)2 (10 mg, 0.044 mmol) was added. The mixture was stirred at 100° C. for 20 h. Water and EtOAc were added. The organic phase was separated, washed with brine, dried over Na2SO4, concentrated in vac... Starting materials: COc1ccc(CCl)cc1, CCO, S=C1NC(c2ccccc2)C(c2ccccc2)N1. The product is Cl, COc1ccc(CSC2=NC(c3ccccc3)C(c3ccccc3)N2)cc1. RXN SMILES: [CH3:19][O:20][c:21]1[cH:22][cH:23][c:24]([CH2:25][Cl:26])[cH:27][cH:28]1.[CH3:29][CH2:30][OH:31].[c:1]1([CH:7]2[NH:8][C:9](=[S:18])[NH:10][CH:11]2[c:12]2[cH:13][cH:14][cH:15][cH:16][cH:17]2)[cH:2][cH:3][cH:4][cH:5][cH:6]1>>[ClH:26].[c:1]1([CH:7]2[NH:8][C:9]([S:18][CH2:25][c:24]3[cH:23][cH:22][c:21]([O:20][CH3:19])[cH:28][cH:27]3)=[N:10][CH:11]2[c:12]2[cH:13][cH:14][cH:15][cH:16][cH:17]2)[cH:2][cH:3][cH:4][cH:5][cH:6]1. Reactants: CCOC(=O)c1nc2c(C#N)c(C)c(-c3ccccc3)c(F)c2o1, C[Al](C)C, Cc1ccccc1, CCCNC, ClCCl, Cl. Product: CCCN(C)C(=O)c1nc2c(C#N)c(C)c(-c3ccccc3)c(F)c2o1. As a reaction SMILES: [C:10](#[N:11])[c:12]1[c:13]([CH3:33])[c:14](-[c:27]2[cH:28][cH:29][cH:30][cH:31][cH:32]2)[c:15]([F:26])[c:16]2[c:17]1[n:18][c:19]([C:21]([O:23][CH2:22][CH3:24])=[O:25])[o:20]2.[CH3:1][Al:2]([CH3:3])[CH3:4].[CH3:38][c:39]1[cH:40][cH:41][cH:42][cH:43][cH:44]1.[CH3:5][NH:6][CH2:7][CH2:8][CH3:9].[Cl:35][CH2:36][Cl:37].[ClH:34]>>[CH3:5][N:6]([CH2:7][CH2:8][CH3:9])[C:21]([c:19]1[n:18][c:17]2[c:12]([C:10]#[N:11])[c:13]([CH3:33])[c:14](-[c:27]3[cH:28][cH:29][cH:30][cH:31][cH:32]3)[c:15]([F:26])[c:16]2[o:20]1)=[O:23].